This data is from the Open Reaction Database (ORD), a public repository of structured organic reaction records. The task is: describe an organic reaction: reactants, conditions, products, and yield The reactants are C(C=CC)C1=C(C=CC=C1)O (2-but-2-enylphenol), C(C)(=O)OC(C)=O (acetic anhydride), C(C)(=O)NC1=CC(=C(C(=C1)Cl)O)Cl (4-acetamido-2,6-dichlorophenol), NC1=CC(=C(C(=C1)Cl)O)Cl (4-amino-2,6-dichlorophenol), C1(=CC=CC=C1)O (phenol). RXN SMILES: [CH2:1]([C:5]1[CH:10]=[CH:9][CH:8]=[CH:7][C:6]=1[OH:11])[CH:2]=[CH:3][CH3:4].[C:12]1(O)[CH:17]=CC=[CH:14][CH:13]=1.C(OC(=O)C)(=O)C.[C:26]([NH:29][C:30]1[CH:35]=[C:34](Cl)[C:33]([OH:37])=[C:32](Cl)[CH:31]=1)(=[O:28])[CH3:27].NC1C=C(Cl)C(O)=C(Cl)C=1>>[NH2:29][C:9]1[CH:8]=[CH:7][C:6]([OH:11])=[C:5]([CH2:1][CH:2]=[CH:3][CH3:4])[CH:10]=1.[C:26]([NH:29][C:30]1[CH:35]=[CH:34][C:33]([OH:37])=[C:32]([CH2:17][CH:12]=[CH:13][CH3:14])[CH:31]=1)(=[O:28])[CH3:27]. Procedure: Similarly 4-amino-2-but-2-enyl phenol (used as starting material in Example 40) was prepared from 2-but-2-enylphenol. Treatment of this phenol with acetic anhydride (using the method described above for the preparation of 4-acetamido-2,6-dichlorophenol from 4-amino-2,6-dichlorophenol) gave 4-acetamido-2-but-2-enylphenol. The product is NC1=CC(=C(C=C1)O)CC=CC (4-amino-2-but-2-enyl phenol), C(C)(=O)NC1=CC(=C(C=C1)O)CC=CC (4-acetamido-2-but-2-enylphenol). The reactants are [Al+3], COC(=O)c1cncc2ccc(OC)cc12, Cl, Cl, [H-], [H-], [H-], [H-], [Li+], [Na+], [OH-]. Reaction SMILES: [Al+3:19].[CH3:2][O:3][c:4]1[cH:5][c:6]2[c:7]([C:14](=[O:15])[O:16][CH3:17])[cH:8][n:9][cH:10][c:11]2[cH:12][cH:13]1.[ClH:1].[ClH:26].[H-:18].[H-:21].[H-:22].[H-:23].[Li+:20].[Na+:25].[OH-:24]>>[CH3:2][O:3][c:4]1[cH:5][c:6]2[c:7]([CH2:14][OH:15])[cH:8][n:9][cH:10][c:11]2[cH:12][cH:13]1.[ClH:1]. The product is COc1ccc2cncc(CO)c2c1, Cl. Starting materials: [Br-], CCCc1nc(C#N)c(C#N)n1C(c1ccccc1)(c1ccccc1)c1ccccc1, CC[Mg+], CCOCC. Product: CCCc1nc(C(=O)CC)c(C#N)n1C(c1ccccc1)(c1ccccc1)c1ccccc1. RXN SMILES: [Br-:32].[CH2:1]([CH2:2][CH3:3])[c:4]1[n:5]([C:13]([c:14]2[cH:15][cH:16][cH:17][cH:18][cH:19]2)([c:20]2[cH:21][cH:22][cH:23][cH:24][cH:25]2)[c:26]2[cH:27][cH:28][cH:29][cH:30][cH:31]2)[c:6]([C:11]#[N:12])[c:7]([C:9]#[N:10])[n:8]1.[CH2:33]([CH3:34])[Mg+:35].[CH3:36][CH2:37][O:38][CH2:39][CH3:40]>>[CH2:1]([CH2:2][CH3:3])[c:4]1[n:5]([C:13]([c:14]2[cH:15][cH:16][cH:17][cH:18][cH:19]2)([c:20]2[cH:21][cH:22][cH:23][cH:24][cH:25]2)[c:26]2[cH:27][cH:28][cH:29][cH:30][cH:31]2)[c:6]([C:11]#[N:12])[c:7]([C:9]([CH2:33][CH3:34])=[O:38])[n:8]1. Reactants: O=C([O-])O, CCOC(C)(C)CCCC(C)CCO, [Na+], O=[Cr](=O)=O, c1ccncc1. Yields the product CCOC(C)(C)CCCC(C)CC=O. RXN SMILES: [C:19](=[O:20])([OH:21])[O-:22].[CH2:1]([CH3:2])[O:3][C:4]([CH2:5][CH2:6][CH2:7][CH:8]([CH2:9][CH2:10][OH:11])[CH3:12])([CH3:13])[CH3:14].[Na+:23].[O:15]=[Cr:16](=[O:17])=[O:18].[cH:24]1[cH:25][cH:26][n:27][cH:28][cH:29]1>>[CH2:1]([CH3:2])[O:3][C:4]([CH2:5][CH2:6][CH2:7][CH:8]([CH2:9][CH:10]=[O:11])[CH3:12])([CH3:13])[CH3:14]. The reactants are OC1=CC=C(C=C1)C(CC)=O (4'-hydroxypropiophenone), BrBr (bromine), C(C1=CC=CC=C1)C1=CC=NC=C1 (4-benzylpyridine), 10-N, [OH-].[Na+] (sodium hydroxide), [H][H] (hydrogen). The reagents and catalysts are [Pt]=O (platinum oxide). Solvent: O1CCOCC1 (dioxane), CO (methanol). The product is CC(C(C=1C=CC(=CC1)O)O)N2CCC(CC2)CC=3C=CC=CC3 (ifenprodil). The yield is 88.4%. RXN SMILES: [OH:1][C:2]1[CH:7]=[CH:6][C:5]([C:8](=[O:11])[CH2:9][CH3:10])=[CH:4][CH:3]=1.BrBr.[CH2:14]([C:21]1[CH:26]=[CH:25][N:24]=[CH:23][CH:22]=1)[C:15]1[CH:20]=[CH:19][CH:18]=[CH:17][CH:16]=1.[OH-].[Na+].[H][H]>[Pt]=O.CO.O1CCOCC1>[CH3:10][CH:9]([N:24]1[CH2:25][CH2:26][CH:21]([CH2:14][C:15]2[CH:16]=[CH:17][CH:18]=[CH:19][CH:20]=2)[CH2:22][CH2:23]1)[CH:8]([OH:11])[C:5]1[CH:6]=[CH:7][C:2]([OH:1])=[CH:3][CH:4]=1 |f:3.4|. Reported procedure: To 4 ml of dioxane were added 6.0 g of 4'-hydroxypropiophenone. 6.8 Grams of bromine were added dropwise to the mixture with stirring at room temperature, and the reaction liquid was stirred for an additional 5 minutes. To the reaction liquid were then added 7.5 g of 4-benzylpyridine, 2.8 ml of 10-N sodium hydroxide solution and 100 ml of methanol, and the mixture was refluxed under heating for 5 hours. After stopping the heating, 0.5 g of platinum oxide were added and hydrogen was then introduc... Starting materials: CCOC(C)=O, CCOC(=O)C(CSCC)CC(C)C, CCCCCC, Cl, [K+], [OH-], O. The product is CCSCC(CC(C)C)C(=O)O. As a reaction SMILES: [C:17]([O:18][CH2:19][CH3:20])(=[O:21])[CH3:22].[CH2:1]([CH3:2])[S:3][CH2:4][CH:5]([C:6](=[O:7])[O:8][CH2:9][CH3:10])[CH2:11][CH:12]([CH3:13])[CH3:14].[CH3:23][CH2:24][CH2:25][CH2:26][CH2:27][CH3:28].[ClH:16].[K+:30].[OH-:29].[OH2:15]>>[CH2:1]([CH3:2])[S:3][CH2:4][CH:5]([C:6](=[O:7])[OH:8])[CH2:11][CH:12]([CH3:13])[CH3:14]. Reactants: ClC1=NC(=NC2=CC=CC=C12)C(C1=CC=C(C=C1)F)(F)F (4-chloro-2-(difluoro(4-fluorophenyl)methyl)quinazoline), [I-].[K+] (potassium iodide), CCN(C(C)C)C(C)C (DIEA), CC1=CC(=NN1)N (5-methyl-1H-pyrazol-3-amine). Solvent: CN(C)C=O (DMF). Conditions: time 8 hour. Yields the product FC(C1=NC2=CC=CC=C2C(=N1)NC1=NNC(=C1)C)(C1=CC=C(C=C1)F)F (2-(Difluoro(4-fluorophenyl)methyl)-N-(5-methyl-1H-pyrazol-3-yl)quinazolin-4-amine), solid. Isolated yield 69.0%. Reaction SMILES: Cl[C:2]1[C:11]2[C:6](=[CH:7][CH:8]=[CH:9][CH:10]=2)[N:5]=[C:4]([C:12]([F:21])([F:20])[C:13]2[CH:18]=[CH:17][C:16]([F:19])=[CH:15][CH:14]=2)[N:3]=1.[I-].[K+].CCN(C(C)C)C(C)C.[CH3:33][C:34]1[NH:38][N:37]=[C:36]([NH2:39])[CH:35]=1>CN(C=O)C>[F:20][C:12]([F:21])([C:13]1[CH:18]=[CH:17][C:16]([F:19])=[CH:15][CH:14]=1)[C:4]1[N:3]=[C:2]([NH:39][C:36]2[CH:35]=[C:34]([CH3:33])[NH:38][N:37]=2)[C:11]2[C:6](=[CH:7][CH:8]=[CH:9][CH:10]=2)[N:5]=1 |f:1.2|. Procedure details: To a solution of 4-chloro-2-(difluoro(4-fluorophenyl)methyl)quinazoline (0.150 g, 0.487 mmol) in DMF (2 mL) at rt were added potassium iodide (0.081 g, 0.487 mmol), DIEA (0.093 mL, 0.535 mmol) and 5-methyl-1H-pyrazol-3-amine (0.048 g, 0.487 mmol). After stirring the reaction mixture at rt overnight, the reaction was quenched by adding water (15 mL). The precipitate was collected by filtration and washed with H2O. The crude solid was triturated with MeOH. 2-(Difluoro(4-fluorophenyl)methyl)-N-(5-m... Reactants: [N+](=O)([O-])C(CO)(CO)CC (2-nitro-2-ethyl-1,3-propanediol), C(CCC(=O)C)(=O)OCCCC (butyl levulinate), O (water). Yield: 90.0%. RXN SMILES: [N+:1]([C:4]([CH2:9][CH3:10])([CH2:7][OH:8])[CH2:5][OH:6])([O-:3])=[O:2].[C:11]([O:18][CH2:19][CH2:20][CH2:21][CH3:22])(=[O:17])[CH2:12][CH2:13][C:14]([CH3:16])=O.O>C1(C)C=CC=CC=1.C1(C)C=CC(S(O)(=O)=O)=CC=1>[C:11]([CH2:12][CH2:13][C:14]1([CH3:16])[O:8][CH2:7][C:4]([N+:1]([O-:3])=[O:2])([CH2:9][CH3:10])[CH2:5][O:6]1)([O:18][CH2:19][CH2:20][CH2:21][CH3:22])=[O:17]. Procedure: 7.46 g of 2-nitro-2-ethyl-1,3-propanediol, 8.61 g of butyl levulinate, 50 mg of p-toluenesulfonic acid in 50 ml of toluene was refluxed until no more water separated. The reaction mixture was cooled, washed with 2% sodium bicarbonate and water, dried and concentrated to give 13.65 g of 2-carbobutoxyethyl-2-methyl-5-nitro-5-ethyl-1,3-dioxane as a light yellow oil. This was dissolved in 50 ml of ethanol and hydrogenated over 1 g Raney Nickel catalyst at 60 under pressure. Distillation of the crude... Run in C1(=CC=CC=C1)C (toluene). Product: C(=O)(OCCCC)CCC1(OCC(CO1)(CC)[N+](=O)[O-])C (2-carbobutoxyethyl-2-methyl-5-nitro-5-ethyl-1,3-dioxane). The reagents and catalysts are C1(=CC=C(C=C1)S(=O)(=O)O)C (p-toluenesulfonic acid). Starting materials: COc1cc(C(C)(C)C)c(OC(C)=O)c(C(C)(C)C)c1, ClCCl, C[Si](C)(C)I, [Na+], O=C([O-])O. Product: CC(=O)Oc1c(C(C)(C)C)cc(O)cc1C(C)(C)C. RXN SMILES: [C:1]([CH3:2])(=[O:3])[O:4][c:5]1[c:6]([C:17]([CH3:18])([CH3:19])[CH3:20])[cH:7][c:8]([O:15][CH3:16])[cH:9][c:10]1[C:11]([CH3:12])([CH3:13])[CH3:14].[Cl:31][CH2:32][Cl:33].[I:21][Si:22]([CH3:23])([CH3:24])[CH3:25].[Na+:26].[OH:27][C:28](=[O:29])[O-:30]>>[C:1]([CH3:2])(=[O:3])[O:4][c:5]1[c:6]([C:17]([CH3:18])([CH3:19])[CH3:20])[cH:7][c:8]([OH:15])[cH:9][c:10]1[C:11]([CH3:12])([CH3:13])[CH3:14].